Dataset: the Open Reaction Database (ORD), a public repository of structured organic reaction records. Task: describe an organic reaction: reactants, conditions, products, and yield The reactants are FC(C)(F)C1=CC=C(O1)CN1N=C(C=C1)N (1-[5-(1,1-difluoro-ethyl)-furan-2-ylmethyl]-1H-pyrazol-3-ylamine), COC=1C=C(C=CC1)/C=C/C(=O)O ((E)-3-(3-methoxy-phenyl)-acrylic acid), 05b. The product is FC(C)(F)C1=CC=C(O1)CN1N=C(C=C1)NC(\C=C\C1=CC(=CC=C1)OC)=O ((E)-N-{1-[5-(1,1-Difluoro-ethyl)-furan-2-ylmethyl]-1H-pyrazol-3-yl}-3-(3-methoxy-phenyl)-acrylamide). Reaction SMILES: [F:1][C:2]([C:5]1[O:9][C:8]([CH2:10][N:11]2[CH:15]=[CH:14][C:13]([NH2:16])=[N:12]2)=[CH:7][CH:6]=1)([F:4])[CH3:3].[CH3:17][O:18][C:19]1[CH:20]=[C:21](/[CH:25]=[CH:26]/[C:27](O)=[O:28])[CH:22]=[CH:23][CH:24]=1>>[F:4][C:2]([C:5]1[O:9][C:8]([CH2:10][N:11]2[CH:15]=[CH:14][C:13]([NH:16][C:27](=[O:28])/[CH:26]=[CH:25]/[C:21]3[CH:22]=[CH:23][CH:24]=[C:19]([O:18][CH3:17])[CH:20]=3)=[N:12]2)=[CH:7][CH:6]=1)([F:1])[CH3:3]. Reported procedure: Following general procedure B, starting from 1-[5-(1,1-difluoro-ethyl)-furan-2-ylmethyl]-1H-pyrazol-3-ylamine and (E)-3-(3-methoxy-phenyl)-acrylic acid. LC-MS-conditions 05b: tR=1.09 min; [M+H]+=388.21.